From a dataset of the Open Reaction Database (ORD), a public repository of structured organic reaction records. describe an organic reaction: reactants, conditions, products, and yield The reactants are Cc1ccccc1, O=C(O)C1CC1c1ccc(F)c(F)c1, O=S(Cl)Cl. The product is O=C(Cl)C1CC1c1ccc(F)c(F)c1. Reaction SMILES: [CH3:19][c:20]1[cH:21][cH:22][cH:23][cH:24][cH:25]1.[F:5][c:6]1[cH:7][c:8]([CH:13]2[CH:14]([C:16](=[O:17])[OH:18])[CH2:15]2)[cH:9][cH:10][c:11]1[F:12].[S:1]([Cl:2])([Cl:3])=[O:4]>>[Cl:3][C:16]([CH:14]1[CH:13]([c:8]2[cH:7][c:6]([F:5])[c:11]([F:12])[cH:10][cH:9]2)[CH2:15]1)=[O:18]. Starting materials: N[C@H](CN1N=C(C=C1)C1=C(C(=C(C#N)C=C1)Cl)F)C ((S)-4-(1-(2-aminopropyl)-1H-pyrazol-3-yl)-2-chloro-3-fluorobenzonitrile), OC(C)(C)C1=CC(=NO1)C(=O)O (5-(2-hydroxypropan-2-yl)-isoxazole-3-carboxylic acid), C=1C=CC2=C(C1)N=NN2O (HOBt), CCN(C(C)C)C(C)C (DIPEA), CCN=C=NCCCN(C)C (EDCI). The solvent is CN(C)C=O (DMF). The product is ClC=1C(=C(C=CC1C#N)C1=NN(C=C1)C[C@H](C)NC(=O)C1=NOC(=C1)C(C)(C)O)F ((S)—N-(1-(3-(3-chloro-4-cyano-2-fluorophenyl)-1H-pyrazol-1-yl)propan-2-yl)-5-(2-hydroxypropan-2-yl)isoxazole-3-carboxamide). As a reaction SMILES: [NH2:1][C@@H:2]([CH3:19])[CH2:3][N:4]1[CH:8]=[CH:7][C:6]([C:9]2[CH:16]=[CH:15][C:12]([C:13]#[N:14])=[C:11]([Cl:17])[C:10]=2[F:18])=[N:5]1.[OH:20][C:21]([C:24]1[O:28][N:27]=[C:26]([C:29](O)=[O:30])[CH:25]=1)([CH3:23])[CH3:22].C1C=CC2N(O)N=NC=2C=1.CCN(C(C)C)C(C)C.CCN=C=NCCCN(C)C>CN(C=O)C>[Cl:17][C:11]1[C:10]([F:18])=[C:9]([C:6]2[CH:7]=[CH:8][N:4]([CH2:3][C@@H:2]([NH:1][C:29]([C:26]3[CH:25]=[C:24]([C:21]([OH:20])([CH3:22])[CH3:23])[O:28][N:27]=3)=[O:30])[CH3:19])[N:5]=2)[CH:16]=[CH:15][C:12]=1[C:13]#[N:14]. Procedure details: The title compound was prepared from (S)-4-(1-(2-aminopropyl)-1H-pyrazol-3-yl)-2-chloro-3-fluorobenzonitrile (0.3 g, 1.07 mmol), 5-(2-hydroxypropan-2-yl)-isoxazole-3-carboxylic acid (0.22 g, 1.29 mmol), HOBt (0.22 g, 1.61 mmol), DIPEA (0.56 mL, 3.23 mmol) and EDCI (0.31 g, 1.61 mmol) using DMF (10 mL) as solvent using the method of Example 34(d). Yield 40 mg. 1H NMR (400 MHz; CDCl3): δ 1.23 (d, 3H), 1.62 (s, 6H), 4.36 (m, 2H), 4.59 (m, 1H), 6.57 (m, 1H), 6.82 (dd, 1H), 7.54 (m, 2H), 8.00 (m, 1H)... Starting materials: C=CCBr, COc1cc2ncnc(Nc3ccccc3)c2cc1O, CC(C)=O, [K+], [K+], O=C([O-])[O-]. Product: C=CCOc1cc2c(Nc3ccccc3)ncnc2cc1OC. Reaction SMILES: [CH2:27]([CH:28]=[CH2:29])[Br:30].[CH3:1][O:2][c:3]1[c:4]([OH:20])[cH:5][c:6]2[c:7]([NH:13][c:14]3[cH:15][cH:16][cH:17][cH:18][cH:19]3)[n:8][cH:9][n:10][c:11]2[cH:12]1.[CH3:31][C:32](=[O:33])[CH3:34].[K+:21].[K+:22].[O-:23][C:24]([O-:25])=[O:26]>>[CH3:1][O:2][c:3]1[c:4]([O:20][CH2:29][CH:28]=[CH2:27])[cH:5][c:6]2[c:7]([NH:13][c:14]3[cH:15][cH:16][cH:17][cH:18][cH:19]3)[n:8][cH:9][n:10][c:11]2[cH:12]1. The reactants are CO, [Cl-], [NH4+], CCCc1c(Cc2ccc(-c3ccccc3C#N)cc2)c(=O)n(C2CCC(=O)CC2)c2ncnn12, C1CCOC1. Product: CCCc1c(Cc2ccc(-c3ccccc3C#N)cc2)c(=O)n(C2CCC(O)CC2)c2ncnn12. As a reaction SMILES: [CH3:43][OH:44].[Cl-:41].[NH4+:42].[O:1]=[c:2]1[n:3]([CH:29]2[CH2:30][CH2:31][C:32](=[O:35])[CH2:33][CH2:34]2)[c:4]2[n:5]([c:6]([CH2:23][CH2:24][CH3:25])[c:7]1[CH2:8][c:9]1[cH:10][cH:11][c:12](-[c:15]3[c:16]([C:21]#[N:22])[cH:17][cH:18][cH:19][cH:20]3)[cH:13][cH:14]1)[n:26][cH:27][n:28]2.[O:36]1[CH2:37][CH2:38][CH2:39][CH2:40]1>>[O:1]=[c:2]1[n:3]([CH:29]2[CH2:30][CH2:31][CH:32]([OH:35])[CH2:33][CH2:34]2)[c:4]2[n:5]([c:6]([CH2:23][CH2:24][CH3:25])[c:7]1[CH2:8][c:9]1[cH:10][cH:11][c:12](-[c:15]3[c:16]([C:21]#[N:22])[cH:17][cH:18][cH:19][cH:20]3)[cH:13][cH:14]1)[n:26][cH:27][n:28]2. The reactants are C(C)(=O)O (acetic acid), BrC=1OC2=C(C1C1=CC=CC=C1)C=CC=C2CCO (2-bromo-7-(2-hydroxyethyl)-3-phenylbenzofuran), [N+](=O)([N+](=O)[O-])[O-] (dinitrogen tetraoxide), C1(CCC=CC1)C(=O)O (4-cyclohexenecarboxylic acid), C(C)(=O)O (acetic acid). Run in CCCCCC.C(Cl)(Cl)Cl (hexane chloroform), CCCCCC.C(Cl)(Cl)Cl (hexane chloroform). Run at time 20 minute. Yields the product C(C)(=O)OCCC1=CC=CC=2C(=C(OC21)[N+](=O)[O-])C2=CC=CC=C2 (2-(2-nitro-3-phenyl-7-benzofuranyl)ethyl acetate). RXN SMILES: Br[C:2]1[O:3][C:4]2[C:16]([CH2:17][CH2:18][OH:19])=[CH:15][CH:14]=[CH:13][C:5]=2[C:6]=1[C:7]1[CH:12]=[CH:11][CH:10]=[CH:9][CH:8]=1.[CH:20]1([C:26]([OH:28])=O)CC=CCC1.C(O)(=O)C.[N+:33]([O-:38])([N+]([O-])=O)=[O:34]>CCCCCC.C(Cl)(Cl)Cl>[C:26]([O:19][CH2:18][CH2:17][C:16]1[C:4]2[O:3][C:2]([N+:33]([O-:38])=[O:34])=[C:6]([C:7]3[CH:12]=[CH:11][CH:10]=[CH:9][CH:8]=3)[C:5]=2[CH:13]=[CH:14][CH:15]=1)(=[O:28])[CH3:20] |f:4.5|. Reported procedure: The product of step A and 2 g. of 4-cyclohexenecarboxylic acid are dissolved in 25 ml. of acetic acid, and 1.8 g. of dinitrogen tetraoxide in 5 ml. of acetic acid are added dropwise. After stirring 20 minutes at room temperature, the mixture is heated at 45° C. for one hour, then at 55° C. for one hour. The mixture is then partially evaporated to remove residual dinitrogen tetraoxide, poured into water, then extracted with diethyl ether. The ether extracts are washed thrice with water, twice wit... Starting materials: Cl.O=C(CCN1CCN(CC1)C1=C(C=CC=C1)OCC)C=1C=C2CCC(NC2=CC1)=O (6-{1-oxo-3-[4-(2-ethoxyphenyl)-1-piperazinyl]propyl}-3,4-dihydrocarbostyril monohydrochloride), [OH-].[Na+] (NaOH), [H][H] (hydrogen), Cl (hydrochloric acid). Reagents/catalysts: [Pd] (palladium black). The solvent is O (water). Yields the product C(C)OC1=C(C=CC=C1)N1CCN(CC1)CCCC=1C=C2CCC(NC2=CC1)=O (6-{3-[4-(2-ethoxyphenyl)-1-piperazinyl]propyl}-3,4-dihydrocarbostyril). RXN SMILES: Cl.O=[C:3]([C:21]1[CH:22]=[C:23]2[C:28](=[CH:29][CH:30]=1)[NH:27][C:26](=[O:31])[CH2:25][CH2:24]2)[CH2:4][CH2:5][N:6]1[CH2:11][CH2:10][N:9]([C:12]2[CH:17]=[CH:16][CH:15]=[CH:14][C:13]=2[O:18][CH2:19][CH3:20])[CH2:8][CH2:7]1.[H][H].Cl.[OH-].[Na+]>O.[Pd]>[CH2:19]([O:18][C:13]1[CH:14]=[CH:15][CH:16]=[CH:17][C:12]=1[N:9]1[CH2:10][CH2:11][N:6]([CH2:5][CH2:4][CH2:3][C:21]2[CH:22]=[C:23]3[C:28](=[CH:29][CH:30]=2)[NH:27][C:26](=[O:31])[CH2:25][CH2:24]3)[CH2:7][CH2:8]1)[CH3:20] |f:0.1,4.5|. Procedure: 2.0 Grams of 6-{1-oxo-3-[4-(2-ethoxyphenyl)-1-piperazinyl]propyl}-3,4-dihydrocarbostyril monohydrochloride and 0.4 g of palladium black were suspended in 100 ml of water and the suspension was catalytically hydrogenated under 3 atmospheric pressure of hydrogen gas at 80° C. Then 5 ml of concentrated hydrochloric acid was added to the reaction mixture and further catalytically hydrogenated. The catalyst was removed by filtration and to the filtrate thus obtained was neutralized by adding 10N-NaOH... Reactants: CC(=O)N(Cc1ccccc1[N+](=O)[O-])c1ccccc1Oc1ccccc1, CO, ClC(Cl)Cl, O=[Pt]=O. Yields the product CC(=O)N(Cc1ccccc1N)c1ccccc1Oc1ccccc1. RXN SMILES: [C:1]([CH3:2])(=[O:3])[N:4]([c:5]1[c:6]([O:11][c:12]2[cH:13][cH:14][cH:15][cH:16][cH:17]2)[cH:7][cH:8][cH:9][cH:10]1)[CH2:18][c:19]1[c:20]([N+:25]([O-:26])=[O:27])[cH:21][cH:22][cH:23][cH:24]1.[CH3:32][OH:33].[CH:28]([Cl:29])([Cl:30])[Cl:31].[Pt:34](=[O:35])=[O:36]>>[C:1]([CH3:2])(=[O:3])[N:4]([c:5]1[c:6]([O:11][c:12]2[cH:13][cH:14][cH:15][cH:16][cH:17]2)[cH:7][cH:8][cH:9][cH:10]1)[CH2:18][c:19]1[c:20]([NH2:25])[cH:21][cH:22][cH:23][cH:24]1. Starting materials: 4A, BrC1=C2C=NNC2=CC(=C1)OC (4-bromo-6-(methyloxy)-1H-indazole), C(C1=CC=CC=C1)OC1=C(C=C(C=C1)B(O)O)F (4-benzyloxy-3-fluorobenzeneboronic acid), N1=CC=CC=C1 (pyridine). Reagents/catalysts: C(C)(=O)[O-].[Cu+2].C(C)(=O)[O-] (copper acetate). Solvent: ClCCl (dichloromethane). Conditions: time 3 day. The product is BrC1=C2C=NN(C2=CC(=C1)OC)C1=CC(=C(C=C1)OCC1=CC=CC=C1)F (4-Bromo-1-{3-fluoro-4-[(phenylmethyl)oxy]phenyl}-6-(methyloxy)-1H-indazole). Isolated yield 46.8%. RXN SMILES: [Br:1][C:2]1[CH:10]=[C:9]([O:11][CH3:12])[CH:8]=[C:7]2[C:3]=1[CH:4]=[N:5][NH:6]2.[CH2:13]([O:20][C:21]1[CH:26]=[CH:25][C:24](B(O)O)=[CH:23][C:22]=1[F:30])[C:14]1[CH:19]=[CH:18][CH:17]=[CH:16][CH:15]=1.N1C=CC=CC=1>ClCCl.C([O-])(=O)C.[Cu+2].C([O-])(=O)C>[Br:1][C:2]1[CH:10]=[C:9]([O:11][CH3:12])[CH:8]=[C:7]2[C:3]=1[CH:4]=[N:5][N:6]2[C:24]1[CH:25]=[CH:26][C:21]([O:20][CH2:13][C:14]2[CH:15]=[CH:16][CH:17]=[CH:18][CH:19]=2)=[C:22]([F:30])[CH:23]=1 |f:4.5.6|. Procedure details: To a solution of 4-bromo-6-(methyloxy)-1H-indazole (200 mg, 0.88 mmol) in dichloromethane (10 mL) was added 4-benzyloxy-3-fluorobenzeneboronic acid (433 mg, 1.76 mmol), pyridine (0.14 mL, 1.73 mmol), copper acetate (239 mg, 1.32 mmol) and powdered 4A molecular sieves (500 mg). The reaction mixture was stirred at room temperature in the presence of air for 3 days. Celite was added to the mixture then the mixture was filtered through a pad of celite and then the filtrate concentrated in vacuo. The... Starting materials: COC=1C=C(C=CC1N1C=NC(=C1)C)NC1=NC(=CC(=N1)C(=O)OCC)COCC(F)(F)F (ethyl 2-(3-methoxy-4-(4-methyl-1H-imidazol-1-yl)phenylamino)-6-((2,2,2-trifluoroethoxy)methyl)pyrimidine-4-carboxylate), ClCCl (dichloromethane), [H-].C(C(C)C)[Al+]CC(C)C (Diisobutyl aluminum hydride). Reaction conditions: temperature -78 celsius, time 1 hour. The product is COC=1C=C(C=CC1N1C=NC(=C1)C)NC1=NC(=CC(=N1)C=O)COCC(F)(F)F (2-(3-Methoxy-4-(4-methyl-1H-imidazol-1-yl)phenylamino)-6-((2,2,2-trifluoroethoxy)methyl)pyrimidine-4-carbaldehyde). Reaction SMILES: [CH3:1][O:2][C:3]1[CH:4]=[C:5]([NH:15][C:16]2[N:21]=[C:20]([C:22](OCC)=[O:23])[CH:19]=[C:18]([CH2:27][O:28][CH2:29][C:30]([F:33])([F:32])[F:31])[N:17]=2)[CH:6]=[CH:7][C:8]=1[N:9]1[CH:13]=[C:12]([CH3:14])[N:11]=[CH:10]1.ClCCl.[H-].C([Al+]CC(C)C)C(C)C>>[CH3:1][O:2][C:3]1[CH:4]=[C:5]([NH:15][C:16]2[N:21]=[C:20]([CH:22]=[O:23])[CH:19]=[C:18]([CH2:27][O:28][CH2:29][C:30]([F:32])([F:33])[F:31])[N:17]=2)[CH:6]=[CH:7][C:8]=1[N:9]1[CH:13]=[C:12]([CH3:14])[N:11]=[CH:10]1 |f:2.3|. Reported procedure: To a solution of ethyl 2-(3-methoxy-4-(4-methyl-1H-imidazol-1-yl)phenylamino)-6-((2,2,2-trifluoroethoxy)methyl)pyrimidine-4-carboxylate (0.49 g, 1.05 mmol) in dry dichloromethane (25 mL) diisobutyl aluminum hydride (2.63 mL, 1M solution in hexane, 2.63 mmol), was added under nitrogen during 10 min at −78° C. The mixture was stirred at −78° C. for 1 h. Diisobutyl aluminum hydride solution (2.8 mL) was added and the mixture was stirred for 10 min. The mixture was quenched with methanol and allowed... Starting materials: [Br-], C1CCOC1, [Mg+]C1CC1, [Ce+3], [Cl-], [Cl-], [Cl-], COc1ccc(F)cc1C(C)(C)CC(=O)Cn1ccc(=O)c2ccccc21. Yields the product COc1ccc(F)cc1C(C)(C)CC(O)(Cn1ccc(=O)c2ccccc21)C1CC1. As a reaction SMILES: [Br-:32].[CH2:37]1[O:38][CH2:39][CH2:40][CH2:41]1.[CH:33]1([Mg+:36])[CH2:34][CH2:35]1.[Ce+3:2].[Cl-:1].[Cl-:3].[Cl-:4].[F:5][c:6]1[cH:7][cH:8][c:9]([O:30][CH3:31])[c:10]([C:12]([CH2:13][C:14]([CH2:15][n:16]2[cH:17][cH:18][c:19](=[O:26])[c:20]3[cH:21][cH:22][cH:23][cH:24][c:25]23)=[O:27])([CH3:28])[CH3:29])[cH:11]1>>[F:5][c:6]1[cH:7][cH:8][c:9]([O:30][CH3:31])[c:10]([C:12]([CH2:13][C:14]([CH2:15][n:16]2[cH:17][cH:18][c:19](=[O:26])[c:20]3[cH:21][cH:22][cH:23][cH:24][c:25]23)([OH:27])[CH:33]2[CH2:34][CH2:35]2)([CH3:28])[CH3:29])[cH:11]1.